The task is: describe an organic reaction: reactants, conditions, products, and yield. This data is from the Open Reaction Database (ORD), a public repository of structured organic reaction records. The reactants are C(C)OC(=O)C1=NC=CC=C1 (pyridine-2-carboxylic acid ethyl ester), C(C)OC(=O)C1=NC=CC(=C1)OCC (4-Ethoxy-pyridine-2-carboxylic acid ethyl ester). Product: C(C)OC1=CC(=NC=C1)C(CC(CC(=O)C1=NC=CC(=C1)OCC)=O)=O (1,5-Bis(4-ethoxy-pyridin-2-yl)pentane-1,3,5-trione). RXN SMILES: C(O[C:4]([C:6]1[CH:11]=[CH:10][CH:9]=[CH:8][N:7]=1)=[O:5])C.C(O[C:15]([C:17]1[CH:22]=[C:21]([O:23][CH2:24][CH3:25])[CH:20]=[CH:19][N:18]=1)=[O:16])C>>[CH2:15]([O:16][C:10]1[CH:9]=[CH:8][N:7]=[C:6]([C:4](=[O:5])[CH2:20][C:21](=[O:23])[CH2:22][C:15]([C:17]2[CH:22]=[C:21]([O:23][CH2:24][CH3:25])[CH:20]=[CH:19][N:18]=2)=[O:16])[CH:11]=1)[CH3:17]. Procedure details: This compound is prepared in a manner analogous to that described in Example 1, Step 1, for pyridine-2-carboxylic acid ethyl ester, but instead 4-ethoxy-pyridine-2-carboxylic acid ethyl ester from Example 17 is used. The yellowish crude product is used for further syntheses without special purification steps. IR (cm−1): 1557 (vs); 1469 (w); 1436 (w); 1300 (m); 1207 (m); 1186 (m); 1035 (m); 818 (m). The reactants are ClC=1C(=NC2=CC=CC(=C2N1)C1=CC=2C(NCCC2N1)=O)C (2-(3-chloro-2-methylquinoxalin-5-yl)-6,7-dihydro-1H-pyrrolo[3,2-c]pyridin-4(5H)-one), CC1(OB(OC1(C)C)C1=C(OC=C1)C)C (4,4,5,5-tetramethyl-2-(2-methylfuran-3-yl)-1,3,2-dioxaborolane), C(=O)([O-])[O-].[Na+].[Na+] (Na2CO3), CO.C(Cl)Cl (MeOH DCM). The reagents and catalysts are C=1C=CC(=CC1)[P](C=2C=CC=CC2)(C=3C=CC=CC3)[Pd]([P](C=4C=CC=CC4)(C=5C=CC=CC5)C=6C=CC=CC6)([P](C=7C=CC=CC7)(C=8C=CC=CC8)C=9C=CC=CC9)[P](C=1C=CC=CC1)(C=1C=CC=CC1)C=1C=CC=CC1 (Pd(PPh3)4). The solvent is O1CCOCC1 (1,4-dioxane), O (water). Conditions: temperature 100 celsius, time 20 minute. Product: CC1=NC2=CC=CC(=C2N=C1C1=C(OC=C1)C)C1=CC=2C(NCCC2N1)=O (2-(2-methyl-3-(2-methylfuran-3-yl)quinoxalin-5-yl)-6,7-dihydro-1H-pyrrolo[3,2-c]pyridin-4(5H)-one). The yield is 83.8%. Reaction SMILES: Cl[C:2]1[C:3]([CH3:22])=[N:4][C:5]2[C:10]([N:11]=1)=[C:9]([C:12]1[NH:20][C:19]3[CH2:18][CH2:17][NH:16][C:15](=[O:21])[C:14]=3[CH:13]=1)[CH:8]=[CH:7][CH:6]=2.CC1(C)C(C)(C)OB([C:31]2[CH:35]=[CH:34][O:33][C:32]=2[CH3:36])O1.C([O-])([O-])=O.[Na+].[Na+].CO.C(Cl)Cl>O1CCOCC1.O.C1C=CC([P]([Pd]([P](C2C=CC=CC=2)(C2C=CC=CC=2)C2C=CC=CC=2)([P](C2C=CC=CC=2)(C2C=CC=CC=2)C2C=CC=CC=2)[P](C2C=CC=CC=2)(C2C=CC=CC=2)C2C=CC=CC=2)(C2C=CC=CC=2)C2C=CC=CC=2)=CC=1>[CH3:22][C:3]1[C:2]([C:31]2[CH:35]=[CH:34][O:33][C:32]=2[CH3:36])=[N:11][C:10]2[C:5](=[CH:6][CH:7]=[CH:8][C:9]=2[C:12]2[NH:20][C:19]3[CH2:18][CH2:17][NH:16][C:15](=[O:21])[C:14]=3[CH:13]=2)[N:4]=1 |f:2.3.4,5.6,^1:59,61,80,99|. Reported procedure: A solution of 2-(3-chloro-2-methylquinoxalin-5-yl)-6,7-dihydro-1H-pyrrolo[3,2-c]pyridin-4(5H)-one (Example 425; 36.5 mg, 0.117 mmol), 4,4,5,5-tetramethyl-2-(2-methylfuran-3-yl)-1,3,2-dioxaborolane (Maybridge, Tintagel, UK; 0.040 mL, 0.175 mmol), Na2CO3 (37.1 mg, 0.350 mmol), and Pd(PPh3)4 (Strem Chemicals, Inc.; 6.74 mg, 5.84 μmol) in a mixture of 1,4-dioxane (1.5 mL) and water (0.500 mL) was stirred under argon at 100° C. for 20 min. The reaction mixture was then concentrated onto silica gel an... The reactants are C(C)OC=1C=C(C=CC1OCC)C=1SC=C(N1)C1=CC(=C(C(=C1)C=O)OCOC)C(=O)OC (2-(3,4-diethoxyphenyl)-4-(3-methoxycarbonyl-4-methoxymethoxy-5-formylphenyl)thiazole), CN (methylamine), B.[Na] (sodium boron hydride). The solvent is CO (methanol). Reaction conditions: temperature 70 celsius, time 1 hour. The product is C(C)OC=1C=C(C=CC1OCC)C=1SC=C(N1)C1=CC(=C(C(=C1)CNC)OCOC)C(=O)OC (2-(3,4-diethoxyphenyl)-4-(3-methoxycarbonyl-4-methoxymethoxy-5-methylaminomethylphenyl)thiazole). As a reaction SMILES: [CH2:1]([O:3][C:4]1[CH:5]=[C:6]([C:13]2[S:14][CH:15]=[C:16]([C:18]3[CH:23]=[C:22]([CH:24]=O)[C:21]([O:26][CH2:27][O:28][CH3:29])=[C:20]([C:30]([O:32][CH3:33])=[O:31])[CH:19]=3)[N:17]=2)[CH:7]=[CH:8][C:9]=1[O:10][CH2:11][CH3:12])[CH3:2].[CH3:34][NH2:35].B.[Na]>CO>[CH2:1]([O:3][C:4]1[CH:5]=[C:6]([C:13]2[S:14][CH:15]=[C:16]([C:18]3[CH:23]=[C:22]([CH2:24][NH:35][CH3:34])[C:21]([O:26][CH2:27][O:28][CH3:29])=[C:20]([C:30]([O:32][CH3:33])=[O:31])[CH:19]=3)[N:17]=2)[CH:7]=[CH:8][C:9]=1[O:10][CH2:11][CH3:12])[CH3:2] |f:2.3,^1:36|. Procedure: In 30 ml of methanol was dissolved 500 mg of 2-(3,4-diethoxyphenyl)-4-(3-methoxycarbonyl-4-methoxymethoxy-5-formylphenyl)thiazole. Thereto was added 3 ml of a 30% methylamine solution. The mixture was stirred at room temperature for 14 hours and at 70° C. for 1 hour. Thereto was added 530 ml of sodium boron hydride with stirring under ice-cooling. The mixture was stirred at room temperature for 3 hours. The solvent was removed from the reaction mixture by distillation. The residue was mixed with... Starting materials: C(C)(C)(C)OC(C(C)(C)SC=1SC=C(N1)CC(=O)NC1=NC=C(C=C1)Br)=O (2-[(4-{2-[(5-bromopyridin-2-yl)amino]-2-oxoethyl}-1,3-thiazol-2-yl)thio]-2-methylpropionic acid tert-butyl ester), CO (methanol). Solvent: O1CCCC1 (tetrahydrofuran). Run at time 12 hour. The product is C(C)(C)(C)OC(C(C)(C)SC=1SC=C(N1)CCNC1=NC=C(C=C1)Br)=O (2-[(4-{2-[(5-bromopyridin-2-yl)amino]ethyl}-1,3-thiazol-2-yl)thio]-2-methylpropionic acid tert-butyl ester). The yield is 47.0%. As a reaction SMILES: [C:1]([O:5][C:6](=[O:27])[C:7]([S:10][C:11]1[S:12][CH:13]=[C:14]([CH2:16][C:17]([NH:19][C:20]2[CH:25]=[CH:24][C:23]([Br:26])=[CH:22][N:21]=2)=O)[N:15]=1)([CH3:9])[CH3:8])([CH3:4])([CH3:3])[CH3:2].CO>O1CCCC1>[C:1]([O:5][C:6](=[O:27])[C:7]([S:10][C:11]1[S:12][CH:13]=[C:14]([CH2:16][CH2:17][NH:19][C:20]2[CH:25]=[CH:24][C:23]([Br:26])=[CH:22][N:21]=2)[N:15]=1)([CH3:9])[CH3:8])([CH3:2])([CH3:3])[CH3:4]. Procedure details: 2-[(4-{2-[(5-Bromopyridin-2-yl)amino]-2-oxoethyl}-1,3-thiazol-2-yl)thio]-2-methylpropionic acid tert-butyl ester (12.5 g) obtained in Example 242-1 was dissolved in tetrahydrofuran (20 mL), 1 mol/L-borane/tetrahydrofuran complex (100 mL) was added under ice-cooling, and the mixture was stirred at room temperature for 12 hr. The reaction mixture was ice-cooled, and methanol (100 mL) was added dropwise. After warming to room temperature, the mixture was stirred for 1 hr. The reaction mixture was c... Starting materials: ClCCl, O=C(OCc1ccccc1)c1cc(OCc2ccccc2)cc([N+](=O)[O-])c1, CC(=O)O. Product: Nc1cc(OCc2ccccc2)cc(C(=O)OCc2ccccc2)c1. RXN SMILES: [CH2:32]([Cl:33])[Cl:34].[CH2:5]([c:6]1[cH:7][cH:8][cH:9][cH:10][cH:11]1)[O:12][c:13]1[cH:14][c:15]([C:16](=[O:17])[O:18][CH2:19][c:20]2[cH:21][cH:22][cH:23][cH:24][cH:25]2)[cH:26][c:27]([N+:29]([O-:30])=[O:31])[cH:28]1.[CH3:1][C:2](=[O:3])[OH:4]>>[CH2:5]([c:6]1[cH:7][cH:8][cH:9][cH:10][cH:11]1)[O:12][c:13]1[cH:14][c:15]([C:16](=[O:17])[O:18][CH2:19][c:20]2[cH:21][cH:22][cH:23][cH:24][cH:25]2)[cH:26][c:27]([NH2:29])[cH:28]1.